Task: describe an organic reaction: reactants, conditions, products, and yield. Dataset: the Open Reaction Database (ORD), a public repository of structured organic reaction records The reactants are OS(=O)(=O)O (H2SO4), FC1=C(C=CC(=C1)OC)C=C[N+](=O)[O-] (2-fluoro-4-methoxy-1-(2-nitro-vinyl)-benzene). The solvent is C1CCOC1 (THF), C1CCOC1 (THF). The product is FC1=C(C=CC(=C1)OC)CCN (2-(2-fluoro-4-methoxy-phenyl)-ethylamine). Reaction SMILES: [F:1][C:2]1[CH:7]=[C:6]([O:8][CH3:9])[CH:5]=[CH:4][C:3]=1[CH:10]=[CH:11][N+:12]([O-])=O.OS(O)(=O)=O>C1COCC1>[F:1][C:2]1[CH:7]=[C:6]([O:8][CH3:9])[CH:5]=[CH:4][C:3]=1[CH2:10][CH2:11][NH2:12]. Procedure: LiAIH4 (3.5 equivalents) was suspended in THF and brought to reflux. 2-fluoro-4-methoxy-1-(2-nitro-vinyl)-benzene (1 equivalent) was dissolved in THF and added dropwise to the LiAIH4. The reaction was allowed to proceed at reflux overnight. The reaction was then cooled in an ice bath and H2SO4 was added dropwise. The reaction was extracted with ether. The ether fractions were discarded. The aqueous layer was adjusted to pH 12 with 5% NaOH and extracted with ether (3×). Combined ether fractions w... Reactants: Cl.CNC (Dimethylamine hydrochloride), ClC=1C=C2C=C(NC2=CC1)C(=O)NC(C(=O)O)CC1=CC=CC=C1 (2-[(5-chloro-1H-indole-2-carbonyl)-amino]-3-phenyl-propionic acid). Reaction SMILES: Cl.[CH3:2][NH:3][CH3:4].[Cl:5][C:6]1[CH:7]=[C:8]2[C:12](=[CH:13][CH:14]=1)[NH:11][C:10]([C:15]([NH:17][CH:18]([CH2:22][C:23]1[CH:28]=[CH:27][CH:26]=[CH:25][CH:24]=1)[C:19](O)=[O:20])=[O:16])=[CH:9]2>>[CH3:2][N:3]([CH3:4])[C:19]([CH:18]([NH:17][C:15]([C:10]1[NH:11][C:12]2[C:8]([CH:9]=1)=[CH:7][C:6]([Cl:5])=[CH:14][CH:13]=2)=[O:16])[CH2:22][C:23]1[CH:24]=[CH:25][CH:26]=[CH:27][CH:28]=1)=[O:20] |f:0.1|. Procedure details: Dimethylamine hydrochloride (0.96 mmol) and 2-[(5-chloro-1H-indole-2-carbonyl)-amino]-3-phenyl-propionic acid (0.90 mmol) were coupled according to Procedure A (0-25° C. reaction temperature, 60 hour reaction time, washed first with acid, then base), and the resulting solid triturated with ether: Yield 320 mg, 99%; HPLC (60/40) 5.87 minutes (100%); Product: CN(C(=O)C(CC1=CC=CC=C1)NC(=O)C=1NC2=CC=C(C=C2C1)Cl)C (5-Chloro-1H-indole-2-carboxylic acid (1-dimethylcarbamoyl-2-phenyl-ethyl)-amide).